This data is from the Open Reaction Database (ORD), a public repository of structured organic reaction records. The task is: describe an organic reaction: reactants, conditions, products, and yield Reactants: BrC=1C=C2C=CC(=NC2=CC1)C(OC)OC (6-bromo-2-(dimethoxymethyl)quinoline), C(CCC)[Li] (n-butyllithium), CN(C=O)C (dimethylformamide), O (Water). Solvent: O1CCCC1 (tetrahydrofuran). Conditions: time 10 minute. Yields the product COC(C1=NC2=CC=C(C=C2C=C1)C=O)OC (2-dimethoxymethyl-6-quinolinecarboxaldehyde). The yield is 37.8%. Reaction SMILES: Br[C:2]1[CH:3]=[C:4]2[C:9](=[CH:10][CH:11]=1)[N:8]=[C:7]([CH:12]([O:15][CH3:16])[O:13][CH3:14])[CH:6]=[CH:5]2.C([Li])CCC.CN(C)[CH:24]=[O:25].O>O1CCCC1>[CH3:14][O:13][CH:12]([O:15][CH3:16])[C:7]1[CH:6]=[CH:5][C:4]2[C:9](=[CH:10][CH:11]=[C:2]([CH:24]=[O:25])[CH:3]=2)[N:8]=1. Reported procedure: To a solution of 6-bromo-2-(dimethoxymethyl)quinoline (1.11 g, 3.94 mmol) in tetrahydrofuran (20 mL) were added n-butyllithium (1.6 mol/L; 3.7 mL, 5.9 mmol) and dimethylformamide (0.61 mL, 7.9 mmol) sequentially at −78° C. under nitrogen atmosphere, and the mixture was stirred for 10 min. Water was added, and the mixture was extracted with ethyl acetate. The organic layer was combined, washed with brine and dried on anhydrous sodium sulfate. The solvent was removed under reduced pressure, and th... Reactants: C(C)OC(=O)C1(CC2=CC(=C(C=C2C1)C)C)NC(=O)C1=CC=CC=2CCCCC12 (5,6-Dimethyl-2-[(5,6,7,8-tetrahydro-naphthalene-1-carbonyl)-amino]-indan-2-carboxylic acid ethyl ester), [OH-].[K+] (KOH), O (water). Solvent: CCO (EtOH). Reaction conditions: time 8 hour. The product is CC=1C=C2CC(CC2=CC1C)(C(=O)O)NC(=O)C1=CC=CC=2CCCCC12 (5,6-Dimethyl-2-[(5,6,7,8-tetrahydro-naphthalene-1-carbonyl)-amino]-indan-2-carboxylic acid). Yield: 96.7%. Reaction SMILES: C([O:3][C:4]([C:6]1([NH:17][C:18]([C:20]2[C:29]3[CH2:28][CH2:27][CH2:26][CH2:25][C:24]=3[CH:23]=[CH:22][CH:21]=2)=[O:19])[CH2:14][C:13]2[C:8](=[CH:9][C:10]([CH3:16])=[C:11]([CH3:15])[CH:12]=2)[CH2:7]1)=[O:5])C.[OH-].[K+].O>CCO>[CH3:15][C:11]1[CH:12]=[C:13]2[C:8](=[CH:9][C:10]=1[CH3:16])[CH2:7][C:6]([NH:17][C:18]([C:20]1[C:29]3[CH2:28][CH2:27][CH2:26][CH2:25][C:24]=3[CH:23]=[CH:22][CH:21]=1)=[O:19])([C:4]([OH:5])=[O:3])[CH2:14]2 |f:1.2|. Procedure: The mixture of 5,6-dimethyl-2-[(5,6,7,8-tetrahydro-naphthalene-1-carbonyl)-amino]-indan-2-carboxylic acid ethyl ester (78) (438 mg, 1.11 mmol) and KOH (1 g, 18 mmol) is dissolved in EtOH (8 mL) and water (1 mL) under a water bath. The water bath is removed when KOH is completely dissolved and the resulting reaction solution is stirred at RT for 8 h. After concentration in vacuo, the residue is dissolved in water (20 mL) and acidified with conc. HCl until no more precipitate formed. The precipita... Starting materials: ClC1=CC=C(C(=O)N2C(=C(C3=CC(=CC=C23)OC)CNO)C)C=C1 (1-(4-chlorobenzoyl)-N-hydroxy-5-methoxy-2-methyl-1H-indole-3-methanamine), C(=O)(OC)CCC(=O)Cl (3-carbomethoxypropionyl chloride), C(C)(=O)[O-].[Na+] (sodium acetate). Run in O1CCOCC1.O (dioxane water). Yields the product ClC1=CC=C(C(=O)N2C(=C(C3=CC(=CC=C23)OC)CN(C(CCC(=O)OC)=O)O)C)C=C1 (4-[[[1-(4-chlorobenzoyl)-5-methoxy-2-methyl-1H-indol-3-yl]methyl]hydroxyamino]-4-oxo-butanoic acid, methyl ester). Yield: 24.0%. As a reaction SMILES: [Cl:1][C:2]1[CH:24]=[CH:23][C:5]([C:6]([N:8]2[C:16]3[C:11](=[CH:12][C:13]([O:17][CH3:18])=[CH:14][CH:15]=3)[C:10]([CH2:19][NH:20][OH:21])=[C:9]2[CH3:22])=[O:7])=[CH:4][CH:3]=1.[C:25]([CH2:29][CH2:30][C:31](Cl)=[O:32])([O:27][CH3:28])=[O:26].C([O-])(=O)C.[Na+]>O1CCOCC1.O>[Cl:1][C:2]1[CH:24]=[CH:23][C:5]([C:6]([N:8]2[C:16]3[C:11](=[CH:12][C:13]([O:17][CH3:18])=[CH:14][CH:15]=3)[C:10]([CH2:19][N:20]([OH:21])[C:31](=[O:32])[CH2:30][CH2:29][C:25]([O:27][CH3:28])=[O:26])=[C:9]2[CH3:22])=[O:7])=[CH:4][CH:3]=1 |f:2.3,4.5|. Procedure details: According to the procedure of Example 62, 1-(4-chlorobenzoyl)-N-hydroxy-5-methoxy-2-methyl-1H-indole-3-methanamine is reacted with 2.1 eq of 3-carbomethoxypropionyl chloride in dioxane/water (1:1) in the presence of sodium acetate (2.5 eq). The crude product is purified by column chromatography (silica gel, 1:4 ethyl acetate:methylene chloride). The resulting product is slurried in ethyl acetate and filtered to give pure 4-[[[1-(4-chlorobenzoyl)-5-methoxy-2-methyl-1H-indol-3-yl]methyl]hydroxyami...